From a dataset of the Open Reaction Database (ORD), a public repository of structured organic reaction records. describe an organic reaction: reactants, conditions, products, and yield Starting materials: CI (MeI), ClC1=C(CN2C(NN=C(C2=O)C)=S)C=C(C=C1)F (4-(2-chloro-5-fluorobenzyl)-6-methyl-3-thioxo-3,4-dihydro-1,2,4-triazin-5(2H)-one), [OH-].[Na+] (NaOH). The solvent is O (water), C(C)O (ethanol). Run at time 40 minute. The product is ClC1=C(CN2C(=NN=C(C2=O)C)SC)C=C(C=C1)F (2-chloro-5-fluorobenzyl-6-methyl-3-(methylthio)-1,2,4-triazin-5(4H)-one). RXN SMILES: [Cl:1][C:2]1[CH:17]=[CH:16][C:15]([F:18])=[CH:14][C:3]=1[CH2:4][N:5]1[C:10](=[O:11])[C:9]([CH3:12])=[N:8][NH:7][C:6]1=[S:13].[CH3:19]I.[OH-].[Na+]>C(O)C.O>[Cl:1][C:2]1[CH:17]=[CH:16][C:15]([F:18])=[CH:14][C:3]=1[CH2:4][N:5]1[C:10](=[O:11])[C:9]([CH3:12])=[N:8][N:7]=[C:6]1[S:13][CH3:19] |f:2.3|. Procedure: To a suspension of 4-(2-chloro-5-fluorobenzyl)-6-methyl-3-thioxo-3,4-dihydro-1,2,4-triazin-5(2H)-one (29, 3.06 g, 10.72 mmol) in ethanol (50 mL) was added MeI (2.44 g, 17.1 mmol) followed by NaOH (429 mg, 10.72 mmol). The mixture was stirred at RT for 40 min to produce a clear yellow solution. The reaction was diluted with water (200 mL), and extracted with EtOAc (100 mL×3). The extracts were washed with brine, dried over MgSO4, and concentrated to give the crude product (3.195 g). This was crys...